This data is from the Open Reaction Database (ORD), a public repository of structured organic reaction records. The task is: describe an organic reaction: reactants, conditions, products, and yield The reactants are OC=1C=NC2=CC=C(C=C2C1)OC (3-Hydroxy-6-methoxy quinoline), CC(C)(C)[Si](C)(C)Cl (TBDMS-Cl), N1C=NC=C1 (imidazole), CN(C)C=O (DMF). The solvent is O (water). Conditions: time 8 hour. Product: [Si](C)(C)(C(C)(C)C)OC=1C=NC2=CC=C(C=C2C1)OC (3-(tert-butyldimethylsilyloxy)-6-methoxyquinoline). Yield: 90.9%. As a reaction SMILES: [OH:1][C:2]1[CH:3]=[N:4][C:5]2[C:10]([CH:11]=1)=[CH:9][C:8]([O:12][CH3:13])=[CH:7][CH:6]=2.[CH3:14][C:15]([Si:18](Cl)([CH3:20])[CH3:19])([CH3:17])[CH3:16].N1C=CN=C1.CN(C=O)C>O>[Si:18]([O:1][C:2]1[CH:3]=[N:4][C:5]2[C:10]([CH:11]=1)=[CH:9][C:8]([O:12][CH3:13])=[CH:7][CH:6]=2)([C:15]([CH3:17])([CH3:16])[CH3:14])([CH3:20])[CH3:19]. Reported procedure: A 500 mL flask, equipped with magnetic stirrer and septum, was charged with 16.6 g crude 16 (0.095 mole), 22.1 g TBDMS-Cl (97%, 0.142 mole), 13.1 g imidazole (99%, 0.19 mole) and 240 mL DMF (distilled, added by syringe). The mixture was stirred under argon for 8 hours and then poured into 1.0 L of water and extracted with ether (3×450 mL). The combined organic extracts were dried (MgSO4), filtered and the solvent removed in vacuo to give 36.4 g of crude (orange solid). Crystallization from Et2O-... The reactants are ClC(Cl)Cl, NCCN, O=S(=O)(Cl)c1cccc2cnccc12. The product is NCCNS(=O)(=O)c1cccc2cnccc12. As a reaction SMILES: [CH:19]([Cl:20])([Cl:21])[Cl:22].[NH2:1][CH2:2][CH2:3][NH2:4].[cH:5]1[n:6][cH:7][cH:8][c:9]2[c:10]([S:15](=[O:16])(=[O:17])[Cl:18])[cH:11][cH:12][cH:13][c:14]12>>[NH2:1][CH2:2][CH2:3][NH:4][S:15]([c:10]1[c:9]2[cH:8][cH:7][n:6][cH:5][c:14]2[cH:13][cH:12][cH:11]1)(=[O:16])=[O:17].